The task is: describe an organic reaction: reactants, conditions, products, and yield. This data is from the Open Reaction Database (ORD), a public repository of structured organic reaction records. Reaction conditions: time 3 hour. Reaction SMILES: [F:1][C:2]1[CH:10]=[C:9]([N+:11]([O-:13])=[O:12])[C:8](F)=[CH:7][C:3]=1[C:4]([OH:6])=[O:5].C(=O)([O-])[O-].[Cs+].[Cs+].[CH2:21]([OH:23])[CH3:22].Cl>CN(C=O)C.O>[CH2:21]([O:23][C:8]1[C:9]([N+:11]([O-:13])=[O:12])=[CH:10][C:2]([F:1])=[C:3]([CH:7]=1)[C:4]([OH:6])=[O:5])[CH3:22] |f:1.2.3|. Product: C(C)OC=1C(=CC(=C(C(=O)O)C1)F)[N+](=O)[O-] (5-ethoxy-2-fluoro-4-nitrobenzoic acid). The yield is 110.0%. Solvent: CN(C)C=O (DMF), O (water). Procedure details: 2,5-difluoro-4-nitrobenzoic acid (Fluorochem; 1 g, 4.92 mmol) was stirred and dissolved in DMF (10 mL) and caesium carbonate (4.8 g, 14.7 mmol) was added followed by ethanol (2.3 g, 49.9 mmol). The resulting white mixture was stirred at ambient temperature for 3 hours, diluted with water, acidified to pH1 with 2N HCl (aq), extracted with EtOAc (×3). Combined extracts were washed with water, dried (MgSO4), filtered and evaporated to yield the title compound as a yellow solid (1.24 g, 100%). Reactants: FC1=C(C(=O)O)C=C(C(=C1)[N+](=O)[O-])F (2,5-difluoro-4-nitrobenzoic acid), Cl (HCl), C([O-])([O-])=O.[Cs+].[Cs+] (caesium carbonate), C(C)O (ethanol). The reactants are CNCCC#CC1=NC=CC=C1 (N-methyl-4-(pyridin-2-yl)but-3-yn-1-amine), FC(C1=C(C(=O)Cl)C=CC=C1)(F)F (2-(trifluoromethyl)benzoyl chloride). Yields the product CN(C(C1=C(C=CC=C1)C(F)(F)F)=O)CCC#CC1=NC=CC=C1 (N-methyl-N-(4-(pyridin-2-yl)but-3-ynyl)-2-(trifluoromethyl)benzamide). The yield is 61.2%. As a reaction SMILES: [CH3:1][NH:2][CH2:3][CH2:4][C:5]#[C:6][C:7]1[CH:12]=[CH:11][CH:10]=[CH:9][N:8]=1.[F:13][C:14]([F:25])([F:24])[C:15]1[CH:23]=[CH:22][CH:21]=[CH:20][C:16]=1[C:17](Cl)=[O:18]>>[CH3:1][N:2]([CH2:3][CH2:4][C:5]#[C:6][C:7]1[CH:12]=[CH:11][CH:10]=[CH:9][N:8]=1)[C:17](=[O:18])[C:16]1[CH:20]=[CH:21][CH:22]=[CH:23][C:15]=1[C:14]([F:13])([F:24])[F:25]. Reported procedure: The title compound was prepared in accordance with the general method of Example 199(D), from N-methyl-4-(pyridin-2-yl)but-3-yn-1-amine (50 mg, 0.31 mmol) and 2-(trifluoromethyl)benzoyl chloride (80 mg, 0.41 mmol). The crude residue was purified over silicagel chromatography (prepacked 10 g silicagel column, DCM/MeOH: from 100/0 to 97/3 as eluent) to afford 63 mg of N-methyl-N-(4-(pyridin-2-yl)but-3-ynyl)-2-(trifluoromethyl)benzamide as a brown oil (Yield: 61%).